The task is: describe an organic reaction: reactants, conditions, products, and yield. This data is from the Open Reaction Database (ORD), a public repository of structured organic reaction records. Starting materials: COC1=C(C(=CC=C1)OC)CBr (2,6-dimethoxyphenylmethyl bromide), N1CCC(CC1)C(=O)OCC (ethyl piperidin-4-ylcarboxylate), [F-].[K+] (potassium fluoride). Solvent: C(C)#N (acetonitrile). Yields the product COC1=C(C(=CC=C1)OC)CN1CCC(CC1)C(=O)OCC (ethyl N-(2,6-dimethoxyphenylmethyl)piperidin-4-ylcarboxylate). Isolated yield 16.3%. Reaction SMILES: [CH3:1][O:2][C:3]1[CH:8]=[CH:7][CH:6]=[C:5]([O:9][CH3:10])[C:4]=1[CH2:11]Br.[NH:13]1[CH2:18][CH2:17][CH:16]([C:19]([O:21][CH2:22][CH3:23])=[O:20])[CH2:15][CH2:14]1.[F-].[K+]>C(#N)C>[CH3:1][O:2][C:3]1[CH:8]=[CH:7][CH:6]=[C:5]([O:9][CH3:10])[C:4]=1[CH2:11][N:13]1[CH2:18][CH2:17][CH:16]([C:19]([O:21][CH2:22][CH3:23])=[O:20])[CH2:15][CH2:14]1 |f:2.3|. Reported procedure: A stirred solution of 4.7 grams (0.020 mole) of 2,6-dimethoxyphenylmethyl bromide, 3.2 grams (0.020 mole) of ethyl piperidin-4-ylcarboxylate, and 23.5 grams (0.200 mole) of 50% potassium fluoride on Celite® filter aid in 100 mL of acetonitrile was heated at reflux for about 18 hours, after which the reaction mixture was cooled and filtered. The filtrate was concentrated under reduced pressure to a residue, which was subjected to column chromatography on silica gel, with mixtures of ethyl acetate... Reactants: FC1(CC(C1)CO)F ((3,3-Difluorocyclobutyl)methanol), [H-].[Na+] (Sodium hydride), Cl (HCl), ClC1=NC=CC=C1Cl (2,3-dichloropyridine). The solvent is C1CCOC1 (THF), C1CCOC1 (THF). Reaction conditions: temperature 0 celsius, time 30 minute. Product: ClC=1C(=NC=CC1)OCC1CC(C1)(F)F (3-Chloro-2-[(3,3-difluorocyclobutyl)methoxy]pyridine). Isolated yield 93.8%. As a reaction SMILES: [H-].[Na+].[F:3][C:4]1([F:10])[CH2:7][CH:6]([CH2:8][OH:9])[CH2:5]1.Cl[C:12]1[C:17]([Cl:18])=[CH:16][CH:15]=[CH:14][N:13]=1.Cl>C1COCC1>[Cl:18][C:17]1[C:12]([O:9][CH2:8][CH:6]2[CH2:7][C:4]([F:10])([F:3])[CH2:5]2)=[N:13][CH:14]=[CH:15][CH:16]=1 |f:0.1|. Procedure details: Sodium hydride (60% dispersion in mineral oil, 1.017 g, 70.6 mmol) was suspended in THF (30.0 mL) and the reaction was cooled to 0° C. under nitrogen with an ice bath. (3,3-Difluorocyclobutyl)methanol (Preparation 36, 2.95 g, 24.2 mmol) in THF (30 mL) was added dropwise to the mixture maintaining the temperature at 0° C. After stirring for 30 minutes, 2,3-dichloropyridine (3.25 g, 22.0 mmol) was added and the suspension was heated to reflux for 16 hours. An aqueous solution of HCl (1 M, 20 mL) w... The reactants are S1CCN2C1=C(C=1C=CC=CC21)C(=O)O (2,3-Dihydrothiazolo[3,2-a]indole-9-carboxylic acid), acid chloride, OCC1CC2CCCCN2CC1 (2-hydroxymethylquinolizidine). Yields the product S1CCN2C1=C(C=1C=CC=CC21)C(=O)OCC2CC1CCCCN1CC2 (Quinolizidin-2-ylmethyl 2,3-dihydrothiazolo[3,2-a]indole-9-carboxylate). RXN SMILES: [S:1]1[C:5]2=[C:6]([C:13]([OH:15])=[O:14])[C:7]3[CH:8]=[CH:9][CH:10]=[CH:11][C:12]=3[N:4]2[CH2:3][CH2:2]1.O[CH2:17][CH:18]1[CH2:27][CH2:26][N:25]2[CH:20]([CH2:21][CH2:22][CH2:23][CH2:24]2)[CH2:19]1>>[S:1]1[C:5]2=[C:6]([C:13]([O:15][CH2:17][CH:18]3[CH2:27][CH2:26][N:25]4[CH:20]([CH2:21][CH2:22][CH2:23][CH2:24]4)[CH2:19]3)=[O:14])[C:7]3[CH:8]=[CH:9][CH:10]=[CH:11][C:12]=3[N:4]2[CH2:3][CH2:2]1. Procedure: 2,3-Dihydrothiazolo[3,2-a]indole-9-carboxylic acid (D15) was converted to its acid chloride and reacted with eq-2-hydroxymethylquinolizidine using a procedure analogous to that described in Example 10. Starting materials: C(C)(C)(C)OC([C@H]1N(CCC1)C(C(CSC(C)=O)CNC(=O)OC(C)(C)C)=O)=O (1-[3-(acetylthio)-2-tert-butyloxycarbonylaminomethylpropanoyl]-L-proline-tert-butyl ester). Solvent: C1(=CC=CC=C1)OC (anisole), FC(C(=O)O)(F)F (trifluoroacetic acid). Run at time 1 hour. Yields the product C(C)(=O)SCC(C(=O)N1[C@H](C(=O)O)CCC1)CN (1-(3-acetylthio-2-aminomethylpropanoyl)-L-proline). Reaction SMILES: C([O:5][C:6](=[O:29])[C@@H:7]1[CH2:11][CH2:10][CH2:9][N:8]1[C:12](=[O:28])[CH:13]([CH2:19][NH:20]C(OC(C)(C)C)=O)[CH2:14][S:15][C:16](=[O:18])[CH3:17])(C)(C)C>C1(OC)C=CC=CC=1.FC(F)(F)C(O)=O>[C:16]([S:15][CH2:14][CH:13]([CH2:19][NH2:20])[C:12]([N:8]1[CH2:9][CH2:10][CH2:11][C@H:7]1[C:6]([OH:29])=[O:5])=[O:28])(=[O:18])[CH3:17]. Procedure: 1-[3-(acetylthio)-2-tert-butyloxycarbonylaminomethylpropanoyl]-L-proline-tert-butyl ester (1.5 g) is dissolved in a mixture of anisole (6 ml) and trifluoroacetic acid (12 ml) and the solution is stored at room temperature for 1 hour. The solvent is removed in vacuo, the residue is distributed between water and ether. The aqueous phase is washed twice with ether and freeze-dried to yield 1-(3-acetylthio-2-aminomethylpropanoyl)-L-proline. Reactants: ClC1=CC=2N=C(N=C(C2S1)C(=O)C=1SC=CC1)NCC=1C=NC=CC1 ({6-Chloro-2-[(pyridin-3-ylmethyl)-amino]-thieno[3,2-d]pyrimidin-4-yl}-thiophen-2-yl-methanone), C(C)N (ethylamine), Cl (HCl). The solvent is CC(=O)N(C)C (dimethyl acetamide). Run at temperature 170 celsius. Product: C(C)NC1=CC=2N=C(N=C(C2S1)C(=O)C=1SC=CC1)NCC=1C=NC=CC1 ({6-Ethylamino-2-[(pyridin-3-ylmethyl)-amino]-thieno[3,2-d]pyrimidin-4-yl}-thiophen-2-yl-methanone). The yield is 40.0%. Reaction SMILES: Cl[C:2]1[S:10][C:9]2[C:8]([C:11]([C:13]3[S:14][CH:15]=[CH:16][CH:17]=3)=[O:12])=[N:7][C:6]([NH:18][CH2:19][C:20]3[CH:21]=[N:22][CH:23]=[CH:24][CH:25]=3)=[N:5][C:4]=2[CH:3]=1.[CH2:26]([NH2:28])[CH3:27].Cl>CC(N(C)C)=O>[CH2:26]([NH:28][C:2]1[S:10][C:9]2[C:8]([C:11]([C:13]3[S:14][CH:15]=[CH:16][CH:17]=3)=[O:12])=[N:7][C:6]([NH:18][CH2:19][C:20]3[CH:21]=[N:22][CH:23]=[CH:24][CH:25]=3)=[N:5][C:4]=2[CH:3]=1)[CH3:27]. Procedure: A stirred solution of Example 5 (0.025 g, 0.065 mmol) in dimethyl acetamide (1.5 ml) was treated with ethylamine (2.0M in THF, 0.65 mmol). The solution was heated to 170° C. for 30 min in a microwave reactor. The cooled solution was poured on to aqueous HCl solution (2.5M, 25 ml). The aqueous solution was washed with ethylacetate (50 ml) and basified (pH 9) using aqueous sodium hydroxide solution (5M). The title compound was filtered as an orange solid in 40% yield, >90% purity. LC-MS m/z=396.0 ... Starting materials: ClC1=C(C(=CC=C1)C)C(=O)OCC (ethyl 3-chloro-o-toluate), BrN1C(CCC1=O)=O (N-bromosuccinimide). The product is BrCC=1C(=C(C=CC1)Cl)C(=O)OCC (ethyl α-bromo-3-chloro-o-toluate). As a reaction SMILES: [Cl:1][C:2]1[CH:7]=[CH:6][CH:5]=[C:4]([CH3:8])[C:3]=1[C:9]([O:11][CH2:12][CH3:13])=[O:10].[Br:14]N1C(=O)CCC1=O>>[Br:14][CH2:8][C:4]1[C:3]([C:9]([O:11][CH2:12][CH3:13])=[O:10])=[C:2]([Cl:1])[CH:7]=[CH:6][CH:5]=1. Procedure details: Reaction of ethyl 3-chloro-o-toluate with N-bromosuccinimide as described in Example 1a provides ethyl α-bromo-3-chloro-o-toluate as an oil. Reactants: C1=CC=CC=2CN(CC3=C(C21)C=CC=C3)C#N (5,7-dihydro-6H-dibenz[c,e]azepine-6-carbonitrile), [C-]#N.[K+] (potassium cyanide), C(C=C)O (allyl alcohol). Reaction conditions: time 20 hour. Yields the product C1=CC=CC=2CN(CC3=C(C21)C=CC=C3)C(OCC=C)=N (allyl 5,7-dihydro-6H-dibenz[c,e]azepine-6-carboximidate). RXN SMILES: [CH:1]1[C:11]2[C:10]3[CH:12]=[CH:13][CH:14]=[CH:15][C:9]=3[CH2:8][N:7]([C:16]#[N:17])[CH2:6][C:5]=2[CH:4]=[CH:3][CH:2]=1.[C-]#N.[K+].[CH2:21]([OH:24])[CH:22]=[CH2:23]>>[CH:1]1[C:11]2[C:10]3[CH:12]=[CH:13][CH:14]=[CH:15][C:9]=3[CH2:8][N:7]([C:16](=[NH:17])[O:24][CH2:21][CH:22]=[CH2:23])[CH2:6][C:5]=2[CH:4]=[CH:3][CH:2]=1 |f:1.2|. Reported procedure: A mixture of 1.99 g of 5,7-dihydro-6H-dibenz[c,e]azepine-6-carbonitrile, 0.59 g of potassium cyanide and 20 ml of allyl alcohol is stirred at room temperature for 20 hours and thereafter the allyl alcohol is distilled off. The residue is poured onto ice/water and extracted with methylene chloride, and the combined extracts are washed with water, dried over anhydrous sodium sulphate and evaporated. After flash chromatography on silica gel (elutent: ethyl acetate) there is obtained pure allyl 5,7-...